This data is from the Open Reaction Database (ORD), a public repository of structured organic reaction records. The task is: describe an organic reaction: reactants, conditions, products, and yield Starting materials: N#N.C(C1=CC=CC=C1)OC(=O)[C@@]1(N(C[C@H](C1)OS(=O)(=O)C)C(C)(C)C)C(=O)N (N2 (benzyloxycarbonyl)-N1 -tert.butyl-4(S)-(methanesulphonyloxy)-L-prolinamide), [N-]=[N+]=[N-].[Na+] (sodium azide). The solvent is CN(C=O)C (dimethylformamide). Run at temperature 75 celsius. Yields the product N#N.C(C1=CC=CC=C1)OC(=O)[C@@]1(N(C[C@@H](C1)N=[N+]=[N-])C(C)(C)C)C(=O)N (N2 (benzyloxycarbonyl)-4(R)-azido-N1 -tert.butyl-L-prolinamide). Isolated yield 78.8%. RXN SMILES: N#N.[CH2:3]([O:10][C:11]([C@@:13]1([C:27]([NH2:29])=[O:28])[CH2:17][C@H:16](OS(C)(=O)=O)[CH2:15][N:14]1[C:23]([CH3:26])([CH3:25])[CH3:24])=[O:12])[C:4]1[CH:9]=[CH:8][CH:7]=[CH:6][CH:5]=1.[N-:30]=[N+:31]=[N-:32].[Na+]>CN(C)C=O>[N:30]#[N:31].[CH2:3]([O:10][C:11]([C@@:13]1([C:27]([NH2:29])=[O:28])[CH2:17][C@@H:16]([N:30]=[N+:31]=[N-:32])[CH2:15][N:14]1[C:23]([CH3:24])([CH3:26])[CH3:25])=[O:12])[C:4]1[CH:5]=[CH:6][CH:7]=[CH:8][CH:9]=1 |f:0.1,2.3,5.6|. Procedure details: 0.5 g of N2 -(benzyloxycarbonyl)-N1 -tert.butyl-4(S)-(methanesulphonyloxy)-L-prolinamide was dissolved in 10 ml of dry dimethylformamide and treated with 0.330 g of sodium azide. The heterogeneous mixture was stirred and heated at 75° C. for 18 hours. The mixture was evaporated under an oil pump vacuum to give a solid which was partitioned between ethyl acetate and water. The ethyl acetate phase was washed with saturated sodium chloride solution and dried over anhydrous sodium sulphate. The solv... The reactants are ClCCl, CCOC(C)=O, O=C1CCC(=O)N1Cl, COc1ccc2c(c1)N(C1CCN(CCc3ccc(F)cc3)CC1)CC2, [Na+], [OH-]. Yields the product COc1cc2c(cc1Cl)CCN2C1CCN(CCc2ccc(F)cc2)CC1. As a reaction SMILES: [CH2:43]([Cl:44])[Cl:45].[CH3:37][CH2:38][O:39][C:40](=[O:41])[CH3:42].[Cl:1][N:2]1[C:3](=[O:4])[CH2:5][CH2:6][C:7]1=[O:8].[F:9][c:10]1[cH:11][cH:12][c:13]([CH2:14][CH2:15][N:16]2[CH2:17][CH2:18][CH:19]([N:22]3[CH2:23][CH2:24][c:25]4[cH:26][cH:27][c:28]([O:31][CH3:32])[cH:29][c:30]43)[CH2:20][CH2:21]2)[cH:33][cH:34]1.[Na+:36].[OH-:35]>>[Cl:1][c:27]1[cH:26][c:25]2[c:30]([cH:29][c:28]1[O:31][CH3:32])[N:22]([CH:19]1[CH2:18][CH2:17][N:16]([CH2:15][CH2:14][c:13]3[cH:12][cH:11][c:10]([F:9])[cH:34][cH:33]3)[CH2:21][CH2:20]1)[CH2:23][CH2:24]2. Reactants: ClCCl, Cc1ccc2c(N3CCC(NC(=O)OC(C)(C)C)C3)nc(-c3c(O)cccc3F)nc2c1, O=C(O)C(F)(F)F, [Na+], [OH-]. Product: Cc1ccc2c(N3CCC(N)C3)nc(-c3c(O)cccc3F)nc2c1. Reaction SMILES: [Cl:42][CH2:43][Cl:44].[F:1][c:2]1[c:3](-[c:9]2[n:10][c:11]3[cH:12][c:13]([CH3:32])[cH:14][cH:15][c:16]3[c:17]([N:19]3[CH2:20][CH:21]([NH:24][C:25](=[O:26])[O:27][C:28]([CH3:29])([CH3:30])[CH3:31])[CH2:22][CH2:23]3)[n:18]2)[c:4]([OH:8])[cH:5][cH:6][cH:7]1.[F:33][C:34]([F:35])([F:36])[C:37]([OH:38])=[O:39].[Na+:41].[OH-:40]>>[F:1][c:2]1[c:3](-[c:9]2[n:10][c:11]3[cH:12][c:13]([CH3:32])[cH:14][cH:15][c:16]3[c:17]([N:19]3[CH2:20][CH:21]([NH2:24])[CH2:22][CH2:23]3)[n:18]2)[c:4]([OH:8])[cH:5][cH:6][cH:7]1. Starting materials: ClC1=NC(=NC(=C1)Cl)C1=CC=CC=C1 (4,6-dichloro-2-phenylpyrimidine), ClC1=CC=C(C=C1)S (p-chlorothiophenol), C(C)N(CCN)CC (N,N-diethylethylenediamine), crude product. Yields the product ClC1=CC=C(C=C1)SC1=NC(=NC(=C1)NCCN(CC)CC)C1=CC=CC=C1 (4-(4-chlorophenylthio)-6-[2-(diethylamino)ethylamino]-2-phenylpyrimidine). RXN SMILES: Cl[C:2]1[CH:7]=[C:6](Cl)[N:5]=[C:4]([C:9]2[CH:14]=[CH:13][CH:12]=[CH:11][CH:10]=2)[N:3]=1.[CH2:15]([N:17]([CH2:21][CH3:22])[CH2:18][CH2:19][NH2:20])[CH3:16].[Cl:23][C:24]1[CH:29]=[CH:28][C:27]([SH:30])=[CH:26][CH:25]=1>>[Cl:23][C:24]1[CH:29]=[CH:28][C:27]([S:30][C:2]2[CH:7]=[C:6]([NH:20][CH2:19][CH2:18][N:17]([CH2:21][CH3:22])[CH2:15][CH3:16])[N:5]=[C:4]([C:9]3[CH:14]=[CH:13][CH:12]=[CH:11][CH:10]=3)[N:3]=2)=[CH:26][CH:25]=1. Procedure details: Employing the above procedure, 7.0 g. of 4,6-dichloro-2-phenylpyrimidine is reacted with 34 ml. of N,N-diethylethylenediamine, followed by the reaction of the crude product thereof with 12.5 g. of p-chlorothiophenol. Recrystallization of the crude product (3.85 g.) from n-heptane affords 4-(4-chlorophenylthio)-6-[2-(diethylamino)ethylamino]-2-phenylpyrimidine, m.p. 83.5°-86°C. Reactants: O=C1CCC(CC1)C1=CC=C(OCCCN2CCCCC2)C=C1 (1-{3-[-4-(4-oxocyclohexyl)phenoxy]propyl}piperidine), C(C(=O)[O-])(=O)[O-] (oxalate), O[C@@H]1CC[C@H](CC1)C1=CC=C(OCCCN2C[C@H](CCC2)C)C=C1 ((3S)-1-{3-[trans-4-(4-hydroxycyclohexyl)phenoxy]propyl}-3-methyl-piperidine). Yields the product O[C@@H]1CC[C@H](CC1)C1=CC=C(OCCCN2CCCCC2)C=C1 (1-{3-[trans-4-(4-hydroxycyclohexyl)phenoxy]-propyl}piperidine). Isolated yield 38.0%. As a reaction SMILES: [O:1]=[C:2]1[CH2:7][CH2:6][CH:5]([C:8]2[CH:23]=[CH:22][C:11]([O:12][CH2:13][CH2:14][CH2:15][N:16]3[CH2:21][CH2:20][CH2:19][CH2:18][CH2:17]3)=[CH:10][CH:9]=2)[CH2:4][CH2:3]1.O[C@H]1CC[C@H](C2C=CC(OCCCN3CCC[C@H](C)C3)=CC=2)CC1.C([O-])(=O)C([O-])=O>>[OH:1][C@H:2]1[CH2:7][CH2:6][C@H:5]([C:8]2[CH:23]=[CH:22][C:11]([O:12][CH2:13][CH2:14][CH2:15][N:16]3[CH2:17][CH2:18][CH2:19][CH2:20][CH2:21]3)=[CH:10][CH:9]=2)[CH2:4][CH2:3]1. Procedure: Reduction of 1-{3-[-4-(4-oxocyclohexyl)phenoxy]propyl}piperidine (1.57 g) as described for (3S)-1-{3-[trans-4-(4-hydroxycyclohexyl)phenoxy]propyl}-3-methyl-piperidine gives 600 mg of 1-{3-[trans-4-(4-hydroxycyclohexyl)phenoxy]-propyl}piperidine, oxalate as a white powder melting at 182° C. The reactants are CC1=C(C(=CC2=CC=CC=C12)N)N (1-methyl-2,3-diamino-naphthalene), C(C)OC(=S)[S-].[K+] (potassium ethylxanthate). Run in alcohol, O (water). Conditions: time 1 hour. Product: CC1=C2C=CC=CC2=CC=2NC(=NC21)S (4-methyl-1H-naphth(2,3-d)imidazole-2-thiol). The yield is 48.5%. As a reaction SMILES: [CH3:1][C:2]1[C:11]2[C:6](=[CH:7][CH:8]=[CH:9][CH:10]=2)[CH:5]=[C:4]([NH2:12])[C:3]=1[NH2:13].C(O[C:17]([S-])=[S:18])C.[K+]>O>[CH3:1][C:2]1[C:3]2[N:13]=[C:17]([SH:18])[NH:12][C:4]=2[CH:5]=[C:6]2[C:11]=1[CH:10]=[CH:9][CH:8]=[CH:7]2 |f:1.2|. Procedure: 16.9 g of 1-methyl-2,3-diamino-naphthalene (crude base) were suspended in 250 ml of alcohol in a 500 ml sulfonation flask equipped with stirrer, thermometer and reflux condenser and, after adding 25 ml of water as well as 18.8 g of potassium ethylxanthate, recrystallized from isopropanol, boiled at reflux overnight. The insoluble particles were removed by filtration, the solution was diluted with 200 ml of water and made neutral with 10-15 ml of glacial acetic acid. After stirring at 60°-70° C. ... Reactants: CCOC(=O)C(Cl)C(=O)OCC, CCO, COc1ccccc1O, [Na]. Product: CCOC(=O)C(Oc1ccccc1OC)C(=O)OCC. As a reaction SMILES: [CH2:11]([CH3:12])[O:13][C:14]([CH:15]([C:16](=[O:17])[O:18][CH2:19][CH3:20])[Cl:21])=[O:22].[CH3:23][CH2:24][OH:25].[CH3:2][O:3][c:4]1[cH:5][cH:6][cH:7][cH:8][c:9]1[OH:10].[Na:1]>>[CH3:2][O:3][c:4]1[cH:5][cH:6][cH:7][cH:8][c:9]1[O:10][CH:15]([C:14]([O:13][CH2:11][CH3:12])=[O:22])[C:16](=[O:17])[O:18][CH2:19][CH3:20]. Reactants: COC=1C=C(C=C(C1OC)OC)C (3,4,5-trimethoxytoluene), COC=1C=C(C=C(C1OC)OC)C (3,4,5-trimethoxytoluene), ClC(=O)CCCCC(=O)OCC (ethyl 5-chloroformylpentanoate). Yields the product OC1=C(C(=O)CCCCC(=O)O)C(=CC(=C1OC)OC)C (5-(2'-hydroxy-3',4'-dimethoxy-6'-methylbenzoyl)pentanoic acid). Reaction SMILES: C[O:2][C:3]1[CH:4]=[C:5]([CH3:13])[CH:6]=[C:7]([O:11][CH3:12])[C:8]=1[O:9][CH3:10].Cl[C:15]([CH2:17][CH2:18][CH2:19][CH2:20][C:21]([O:23]CC)=[O:22])=[O:16]>>[OH:2][C:3]1[C:8]([O:9][CH3:10])=[C:7]([O:11][CH3:12])[CH:6]=[C:5]([CH3:13])[C:4]=1[C:15]([CH2:17][CH2:18][CH2:19][CH2:20][C:21]([OH:23])=[O:22])=[O:16]. Procedure: 3,4,5-Trimethoxytoluene (formula VII wherein R=H3CO, X=H, Y=H3CO) (2.09 parts) and ethyl 5-chloroformylpentanoate (2.66 parts) were treated in the same manner as Example 4. The procedure provided 5-(2'-hydroxy-3',4'-dimethoxy-6'-methylbenzoyl)pentanoic acid (formula II-1 wherein R=H3CO, X=H, Y=OH, n=4, in the free form) (1.97 part) as pale-brown needles melting at 111°-112° C. The reactants are ClC(COC(=O)[C@H]1NN(CCC1)C([C@H](CN1N=CC=C1)NC([C@H](C(C)C)NC(C(\C=C\C1=CC=C2C=CC(=NC2=C1)[C@@H](C)OC(C)=O)(C)C)=O)=O)=O)(Cl)Cl ((S)-1-[(S)-2-((S)-2-{(E)-4-[2-((R)-1-acetoxy-ethyl)-quinolin-7-yl]-2,2-dimethyl-but-3-enoylamino}-3-methyl-butyrylamino)-3-pyrazol-1-yl-propionyl]-hexahydro-pyridazine-3-carboxylic acid 2,2,2-trichloro-ethyl ester), ClC(COC(=O)[C@H]1NN(CCC1)C([C@H](COC)NC([C@H](C(C)C)NC(=O)OC(C)(C)C)=O)=O)(Cl)Cl ((S)-1-[(S)-2-((S)-2-tert-butoxycarbonylamino-3-methyl-butyrylamino)-3-methoxy-propionyl]-hexahydro-pyridazine-3-carboxylic acid 2,2,2-trichloro-ethyl ester). Yields the product ClC(COC(=O)[C@H]1NN(CCC1)C([C@H](COC)NC([C@H](C(C)C)NC(C(\C=C\C1=CC=C2C=CC(=NC2=C1)[C@@H](C)OC(C)=O)(C)C)=O)=O)=O)(Cl)Cl ((S)-1-[(S)-2-((S)-2-{(E)-4-[2-((R)-1-Acetoxy-ethyl)-quinolin-7-yl]-2,2-dimethyl-but-3-enoylamino}-3-methyl-butyrylamino)-3-methoxy-propionyl]-hexahydro-pyridazine-3-carboxylic acid 2,2,2-trichloro-ethyl ester), foam. Isolated yield 48.0%. Reaction SMILES: [Cl:1][C:2]([Cl:54])([Cl:53])[CH2:3][O:4][C:5]([C@@H:7]1[CH2:12][CH2:11][CH2:10][N:9]([C:13](=[O:52])[C@@H:14]([NH:21][C:22](=[O:51])[C@@H:23]([NH:27][C:28](=[O:50])[C:29]([CH3:49])([CH3:48])/[CH:30]=[CH:31]/[C:32]2[CH:41]=[C:40]3[C:35]([CH:36]=[CH:37][C:38]([C@H:42]([O:44][C:45](=[O:47])[CH3:46])[CH3:43])=[N:39]3)=[CH:34][CH:33]=2)[CH:24]([CH3:26])[CH3:25])[CH2:15]N2C=CC=N2)[NH:8]1)=[O:6].ClC(Cl)(Cl)[CH2:57][O:58]C([C@@H]1CCCN(C(=O)[C@@H](NC(=O)[C@@H](NC(OC(C)(C)C)=O)C(C)C)COC)N1)=O>>[Cl:1][C:2]([Cl:54])([Cl:53])[CH2:3][O:4][C:5]([C@@H:7]1[CH2:12][CH2:11][CH2:10][N:9]([C:13](=[O:52])[C@@H:14]([NH:21][C:22](=[O:51])[C@@H:23]([NH:27][C:28](=[O:50])[C:29]([CH3:49])([CH3:48])/[CH:30]=[CH:31]/[C:32]2[CH:41]=[C:40]3[C:35]([CH:36]=[CH:37][C:38]([C@H:42]([O:44][C:45](=[O:47])[CH3:46])[CH3:43])=[N:39]3)=[CH:34][CH:33]=2)[CH:24]([CH3:26])[CH3:25])[CH2:15][O:58][CH3:57])[NH:8]1)=[O:6]. Reported procedure: Compound 117c was prepared in the same manner as (S)-1-[(S)-2-((S)-2-{(E)-4-[2-((R)-1-acetoxy-ethyl)-quinolin-7-yl]-2,2-dimethyl-but-3-enoylamino}-3-methyl-butyrylamino)-3-pyrazol-1-yl-propionyl]-hexahydro-pyridazine-3-carboxylic acid 2,2,2-trichloro-ethyl ester using (S)-1-[(S)-2-((S)-2-tert-butoxycarbonylamino-3-methyl-butyrylamino)-3-methoxy-propionyl]-hexahydro-pyridazine-3-carboxylic acid 2,2,2-trichloro-ethyl ester (700 mg, 1.25 mmol) instead of (S)-1-[(S)-2-((S)-2-tert-butoxycarbonylamino...